Dataset: the Open Reaction Database (ORD), a public repository of structured organic reaction records. Task: describe an organic reaction: reactants, conditions, products, and yield Reactants: ClC=1C(=NC=CC1)N1N=C(C=C1C1=NC2=C(C(O1)=O)C=C(C=C2C)I)C(F)(F)F (2-[1-(3-Chloro-2-pyridinyl)-3-(trifluoromethyl)-1H-pyrazol-5-yl]-6-iodo-8-methyl-4H-3,1-benzoxazin-4-one), C(C)(C)N (isopropylamine). Run in O1CCCC1 (tetrahydrofuran). Run at temperature 60 celsius. The product is ClC=1C(=NC=CC1)N1N=C(C=C1C(=O)NC1=C(C=C(C(=O)OC)C=C1C(=O)NC(C)C)C)C(F)(F)F (Methyl 4-[[[1-(3-chloro-2-pyridinyl)-3-(trifluoromethyl)-1H-pyrazol-5-yl]carbonyl]amino]-3-methyl-5-[[(1-methylethyl)amino]carbonyl]benzoate). Yield: 160.7%. As a reaction SMILES: [Cl:1][C:2]1[C:3]([N:8]2[C:12]([C:13]3[O:18][C:17](=[O:19])[C:16]4[CH:20]=[C:21](I)[CH:22]=[C:23]([CH3:24])[C:15]=4[N:14]=3)=[CH:11][C:10]([C:26]([F:29])([F:28])[F:27])=[N:9]2)=[N:4][CH:5]=[CH:6][CH:7]=1.[CH:30]([NH2:33])([CH3:32])[CH3:31]>O1CCCC1>[Cl:1][C:2]1[C:3]([N:8]2[C:12]([C:13]([NH:14][C:15]3[C:16]([C:17]([NH:33][CH:30]([CH3:32])[CH3:31])=[O:19])=[CH:20][C:21]([C:17]([O:18][CH3:13])=[O:19])=[CH:22][C:23]=3[CH3:24])=[O:18])=[CH:11][C:10]([C:26]([F:28])([F:27])[F:29])=[N:9]2)=[N:4][CH:5]=[CH:6][CH:7]=1. Procedure details: The title compound of step B (3.07 g, 5.7 mmol) was dissolved in tetrahydrofuran (30 mL) and treated with isopropylamine (1.69 g, 28.7 mmol). The mixture was heated at 60° C. for 2 hours and concentrated to dryness under reduced pressure. The residue was subjected to chromatography on silica gel using ethyl acetate/hexanes (40:60) as eluent. Pooling appropriate fractions and evaporation of solvent provided the title compound of Step C (2.4 g): m.p.: 199–200° C. 1H NMR (CDCl3): δ 10.3 (NH), 8.42 ... Starting materials: C, Cc1ccccc1CC(NC(=O)C(CCC(=O)OC(C)(C)C)NC(=O)C(CC(=O)OC(C)(C)C)NC(=O)CCC(=O)OC(C)(C)C)C(=O)NC(C(=O)NC(CC1CCCC1)C(=O)OCc1ccccc1)C(C)(C)C, [Pd]. The product is Cc1ccccc1CC(NC(=O)C(CCC(=O)OC(C)(C)C)NC(=O)C(CC(=O)OC(C)(C)C)NC(=O)CCC(=O)OC(C)(C)C)C(=O)NC(C(=O)NC(CC1CCCC1)C(=O)O)C(C)(C)C. Reaction SMILES: [C:75].[CH2:1]([c:2]1[cH:3][cH:4][cH:5][cH:6][cH:7]1)[O:8][C:9]([CH:10]([NH:11][C:12]([CH:13]([NH:14][C:15]([CH:16]([NH:17][C:18]([CH:19]([NH:20][C:21]([CH:22]([NH:23][C:24]([CH2:25][CH2:26][C:27](=[O:28])[O:29][C:30]([CH3:31])([CH3:32])[CH3:33])=[O:34])[CH2:35][C:36]([O:37][C:38]([CH3:39])([CH3:40])[CH3:41])=[O:42])=[O:43])[CH2:44][CH2:45][C:46]([O:47][C:48]([CH3:49])([CH3:50])[CH3:51])=[O:52])=[O:53])[CH2:54][c:55]1[c:56]([CH3:61])[cH:57][cH:58][cH:59][cH:60]1)=[O:62])[C:63]([CH3:64])([CH3:65])[CH3:66])=[O:67])[CH2:68][CH:69]1[CH2:70][CH2:71][CH2:72][CH2:73]1)=[O:74].[Pd:76]>>[O:8]=[C:9]([CH:10]([NH:11][C:12]([CH:13]([NH:14][C:15]([CH:16]([NH:17][C:18]([CH:19]([NH:20][C:21]([CH:22]([NH:23][C:24]([CH2:25][CH2:26][C:27](=[O:28])[O:29][C:30]([CH3:31])([CH3:32])[CH3:33])=[O:34])[CH2:35][C:36]([O:37][C:38]([CH3:39])([CH3:40])[CH3:41])=[O:42])=[O:43])[CH2:44][CH2:45][C:46]([O:47][C:48]([CH3:49])([CH3:50])[CH3:51])=[O:52])=[O:53])[CH2:54][c:55]1[c:56]([CH3:61])[cH:57][cH:58][cH:59][cH:60]1)=[O:62])[C:63]([CH3:64])([CH3:65])[CH3:66])=[O:67])[CH2:68][CH:69]1[CH2:70][CH2:71][CH2:72][CH2:73]1)[OH:74]. Reactants: COC1=NC(=CC=C1C=1C=C(NN1)NC1=NC(=CN=C1)O[C@H]1CNCCC1)C ((R)-[5-(2-methoxy-6-methyl-pyridin-3-yl)-2H-pyrazol-3-yl]-[6-(piperidin-3-yloxy)-pyrazin-2-yl]-amine). Solvent: O.C(C)O (water ethanol). Reaction conditions: time 48 hour. Product: O.COC1=NC(=CC=C1C=1C=C(NN1)NC1=NC(=CN=C1)O[C@H]1CNCCC1)C ((R)-[5-(2-Methoxy-6-methyl-pyridin-3-yl)-2H-pyrazol-3-yl]-[6-(piperidin-3-yloxy)-pyrazin-2-yl]-amine hydrate). Reaction SMILES: [CH3:1][O:2][C:3]1[C:8]([C:9]2[CH:10]=[C:11]([NH:14][C:15]3[CH:20]=[N:19][CH:18]=[C:17]([O:21][C@@H:22]4[CH2:27][CH2:26][CH2:25][NH:24][CH2:23]4)[N:16]=3)[NH:12][N:13]=2)=[CH:7][CH:6]=[C:5]([CH3:28])[N:4]=1>O.C(O)C>[OH2:2].[CH3:1][O:2][C:3]1[C:8]([C:9]2[CH:10]=[C:11]([NH:14][C:15]3[CH:20]=[N:19][CH:18]=[C:17]([O:21][C@@H:22]4[CH2:27][CH2:26][CH2:25][NH:24][CH2:23]4)[N:16]=3)[NH:12][N:13]=2)=[CH:7][CH:6]=[C:5]([CH3:28])[N:4]=1 |f:1.2,3.4|. Reported procedure: Suspend (R)-[5-(2-methoxy-6-methyl-pyridin-3-yl)-2H-pyrazol-3-yl]-[6-(piperidin-3-yloxy)-pyrazin-2-yl]-amine (52.1 mg; ES/MS m/z 382.2 [M+H]+) in 5.95 water-ethanol mixture (10 mL) and slurry at ambient temperature for 48 hours. A white crystalline solid is recovered by vacuum filtration. The reactants are BrC=1C=C2C(=CC1)OC(C[C@@]21N=C(COCC1(F)F)N)C1=CC=CC=C1 ((2RS,4R)-6-bromo-6′,6′-difluoro-2-phenyl-6′,7′-dihydro-2′H-spiro[chroman-4,5′-[1,4]oxazepin]-3′-amine), C(#N)C=1C=C(C=CC1)B(O)O (3-cyanophenylboronic acid). Product: NC=1COCC([C@@]2(N1)CC(OC1=CC=C(C=C12)C=1C=C(C#N)C=CC1)C1=CC=CC=C1)(F)F (3-((2RS,4R)-3′-amino-6′,6′-difluoro-2-phenyl-6′,7′-dihydro-2′H-spiro[chroman-4,5′-[1,4]oxazepine]-6-yl)benzonitrile). Isolated yield 10.0%. RXN SMILES: Br[C:2]1[CH:3]=[C:4]2[C@@:11]3([C:17]([F:19])([F:18])[CH2:16][O:15][CH2:14][C:13]([NH2:20])=[N:12]3)[CH2:10][CH:9]([C:21]3[CH:26]=[CH:25][CH:24]=[CH:23][CH:22]=3)[O:8][C:5]2=[CH:6][CH:7]=1.[C:27]([C:29]1[CH:30]=[C:31](B(O)O)[CH:32]=[CH:33][CH:34]=1)#[N:28]>>[NH2:20][C:13]1[CH2:14][O:15][CH2:16][C:17]([F:19])([F:18])[C@@:11]2([C:4]3[C:5](=[CH:6][CH:7]=[C:2]([C:33]4[CH:34]=[C:29]([CH:30]=[CH:31][CH:32]=4)[C:27]#[N:28])[CH:3]=3)[O:8][CH:9]([C:21]3[CH:26]=[CH:25][CH:24]=[CH:23][CH:22]=3)[CH2:10]2)[N:12]=1. Procedure details: The cross coupling reaction of (2RS,4R)-6-bromo-6′,6′-difluoro-2-phenyl-6′,7′-dihydro-2′H-spiro[chroman-4,5′-[1,4]oxazepin]-3′-amine (intermediate C3.4) with 3-cyanophenylboronic acid yielded the title compound (10% yield) as a colorless solid. MS (ISP): m/z=446.0 [M+H]+. The reactants are C(C#C)(=O)OCC (ethyl propiolate), CC1(CC(=O)CC(N1)(C)C)C (triacetoneamine). The solvent is C(C)O (ethanol). Run at time 4 hour. Product: CC1(N(C(CC(C1)=O)(C)C)C=CC(=O)OCC)C (ethyl β-(2,2,6,6-tetramethyl-4-oxo-1-piperidinyl)acrylate). Yield: 63.0%. RXN SMILES: [C:1]([O:5][CH2:6][CH3:7])(=[O:4])[C:2]#[CH:3].[CH3:8][C:9]1([CH3:18])[NH:15][C:14]([CH3:17])([CH3:16])[CH2:13][C:11](=[O:12])[CH2:10]1>C(O)C>[CH3:16][C:14]1([CH3:17])[CH2:13][C:11](=[O:12])[CH2:10][C:9]([CH3:18])([CH3:8])[N:15]1[CH:3]=[CH:2][C:1]([O:5][CH2:6][CH3:7])=[O:4]. Procedure: 54 g (0.55 mol) of ethyl propiolate were added dropwise to 78 g (0.50 mol) of triacetoneamine in 200 ml of ethanol at reflux, and the mixture was then stirred at this temperature for a further 4 hours. After cooling, the precipitated product was filtered off, thoroughly washed with petroleum ether and subsequently dried at 60° C. and under 0.1 mbar. 80 g (corresponding to a yield of 63%) of ethyl β-(2,2,6,6-tetramethyl-4-oxo-1-piperidinyl)acrylate were obtained in the form of a colorless solid o... RXN SMILES: [O:1]1[C:5]2[C:6]([CH2:10][OH:11])=[CH:7][CH:8]=[CH:9][C:4]=2[O:3][CH2:2]1.[N:12]1([C:17](N2C=CN=C2)=[O:18])[CH:16]=[CH:15][N:14]=[CH:13]1>C(Cl)Cl>[N:12]1([C:17]([O:11][CH2:10][C:6]2[C:5]3[O:1][CH2:2][O:3][C:4]=3[CH:9]=[CH:8][CH:7]=2)=[O:18])[CH:16]=[CH:15][N:14]=[CH:13]1. Run in C(Cl)Cl (CH2Cl2). The product is N1(C=NC=C1)C(=O)OCC1=CC=CC2=C1OCO2 ((benzo[d][1,3]dioxol-7-yl)methyl 1H-imidazole-1-carboxylate). Procedure: A solution of (benzo[d][1,3]dioxol-7-yl)methanol (2 g, 13.14 mmol) and di(1H-imidazol-1-yl)methanone (4.26 g, 26.28 mmol) in 20 mL CH2Cl2 was heated overnight at 50° C. The reaction was quenched with water, extracted with CH2Cl2, dried over Na2SO4, filtered, and concentrated. Purification via silica gel chromatography using 10-70% EtOAc in CH2Cl2 gave (benzo[d][1,3]dioxol-7-yl)methyl 1H-imidazole-1-carboxylate (2.8 g, 86%). Reactants: O1COC2=C1C(=CC=C2)CO ((benzo[d][1,3]dioxol-7-yl)methanol), N1(C=NC=C1)C(=O)N1C=NC=C1 (di(1H-imidazol-1-yl)methanone). Isolated yield 86.5%. Reactants: CC(C)(C)OC(=O)N1CCN(c2ccc(Br)c3c2CC(NC(=O)c2ccc(N4CCOCC4)cc2)CC3)CC1, ClCCl, O=C(O)C(F)(F)F. The product is O=C(NC1CCc2c(Br)ccc(N3CCNCC3)c2C1)c1ccc(N2CCOCC2)cc1. Reaction SMILES: [Br:1][c:2]1[c:3]2[c:8]([c:9]([N:12]3[CH2:13][CH2:14][N:15]([C:18]([O:19][C:20]([CH3:21])([CH3:22])[CH3:23])=[O:24])[CH2:16][CH2:17]3)[cH:10][cH:11]1)[CH2:7][CH:6]([NH:25][C:26]([c:27]1[cH:28][cH:29][c:30]([N:33]3[CH2:34][CH2:35][O:36][CH2:37][CH2:38]3)[cH:31][cH:32]1)=[O:39])[CH2:5][CH2:4]2.[CH2:47]([Cl:48])[Cl:49].[OH:40][C:41]([C:42]([F:43])([F:44])[F:45])=[O:46]>>[Br:1][c:2]1[c:3]2[c:8]([c:9]([N:12]3[CH2:13][CH2:14][NH:15][CH2:16][CH2:17]3)[cH:10][cH:11]1)[CH2:7][CH:6]([NH:25][C:26]([c:27]1[cH:28][cH:29][c:30]([N:33]3[CH2:34][CH2:35][O:36][CH2:37][CH2:38]3)[cH:31][cH:32]1)=[O:39])[CH2:5][CH2:4]2. Starting materials: CN1CCc2[nH]c3ccc(Br)cc3c2C1, CCCC[N+](CCCC)(CCCC)CCCC, C=Cc1ccc(C)nc1, [Cl-], [Na+], [OH-]. As a reaction SMILES: [Br:1][c:2]1[cH:3][c:4]2[c:5]3[c:6]([nH:7][c:8]2[cH:9][cH:10]1)[CH2:11][CH2:12][N:13]([CH3:15])[CH2:14]3.[CH2:26]([N+:27]([CH2:28][CH2:29][CH2:30][CH3:31])([CH2:32][CH2:33][CH2:34][CH3:35])[CH2:36][CH2:37][CH2:38][CH3:39])[CH2:40][CH2:41][CH3:42].[CH3:16][c:17]1[n:18][cH:19][c:20]([CH:23]=[CH2:24])[cH:21][cH:22]1.[Cl-:25].[Na+:44].[OH-:43]>>[Br:1][c:2]1[cH:3][c:4]2[c:5]3[c:6]([n:7]([CH2:24][CH2:23][c:20]4[cH:19][n:18][c:17]([CH3:16])[cH:22][cH:21]4)[c:8]2[cH:9][cH:10]1)[CH2:11][CH2:12][N:13]([CH3:15])[CH2:14]3. Product: Cc1ccc(CCn2c3c(c4cc(Br)ccc42)CN(C)CC3)cn1. Starting materials: FC1=CC=C(C=C1)C=1N(N=C2CCNCCC12)C(C)C (3-(4-Fluoro-phenyl)-2-isopropyl-2,4,5,6,7,8-hexahydro-1,2,6-triaza-azulene), C=O (paraformaldehyde). Yields the product FC1=CC=C(C=C1)C=1N(N=C2CCN(CCC12)C)C(C)C (3-(4-Fluoro-phenyl)-2-isopropyl-6-methyl-2,4,5,6,7,8-hexahydro-1,2,6-triaza-azulene). Reaction SMILES: [F:1][C:2]1[CH:7]=[CH:6][C:5]([C:8]2[N:9]([CH:18]([CH3:20])[CH3:19])[N:10]=[C:11]3[C:17]=2[CH2:16][CH2:15][NH:14][CH2:13][CH2:12]3)=[CH:4][CH:3]=1.[CH2:21]=O>>[F:1][C:2]1[CH:7]=[CH:6][C:5]([C:8]2[N:9]([CH:18]([CH3:20])[CH3:19])[N:10]=[C:11]3[C:17]=2[CH2:16][CH2:15][N:14]([CH3:21])[CH2:13][CH2:12]3)=[CH:4][CH:3]=1. Procedure details: The title compound (113 mg) was prepared from 3-(4-fluoro-phenyl)-2-isopropyl-2,4,5,6,7,8-hexahydro-1,2,6-triaza-azulene (Example 190) and paraformaldehyde as in Example 35. MS (ESI): exact mass calculated for C17H22FN3, 287.18. found, m/z 288.5 [M+H]+. 1H NMR (500 MHz, CD3OD): 7.42-7.40 (m, 2H), 7.34-7.30 (m, 2H), 4.42 (m, 1H), 3.77-3.74 (m, 1H), 3.67-3.62 (m, 2H), 3.36-3.34 (m, 1H), 3.27-3.21 (m, 3H), 3.03 (s, 3H), 2.92-2.89 (m, 1H), 2.80-2.76 (m, 1H), 1.49-1.29 (m, 6H). Run at time 10 minute. The solvent is CN(C=O)C (dimethylformamide). The product is C(C)(C)(C)OC(=O)N1CC2=C(CC1)N(N(C2=O)C2=NC1=CC=CC=C1N=C2)C (1-Methyl-3-oxo-2-quinoxalin-2-yl-1,2,3,4,6,7-hexahydro-pyrazolo[4,3-c]pyridine-5-carboxylic acid tert-butyl ester). As a reaction SMILES: [C:1]([O:5][C:6]([N:8]1[CH2:13][CH2:12][C:11]2[NH:14][N:15]([C:18]3[CH:27]=[N:26][C:25]4[C:20](=[CH:21][CH:22]=[CH:23][CH:24]=4)[N:19]=3)[C:16](=[O:17])[C:10]=2[CH2:9]1)=[O:7])([CH3:4])([CH3:3])[CH3:2].[H-].[Na+].I[CH3:31]>CN(C)C=O>[C:1]([O:5][C:6]([N:8]1[CH2:13][CH2:12][C:11]2[N:14]([CH3:31])[N:15]([C:18]3[CH:27]=[N:26][C:25]4[C:20](=[CH:21][CH:22]=[CH:23][CH:24]=4)[N:19]=3)[C:16](=[O:17])[C:10]=2[CH2:9]1)=[O:7])([CH3:4])([CH3:2])[CH3:3] |f:1.2|. The reactants are C(C)(C)(C)OC(=O)N1CC2=C(CC1)NN(C2=O)C2=NC1=CC=CC=C1N=C2 (3-oxo-2-quinoxalin-2-yl-1,2,3,4,6,7-hexahydro-pyrazolo[4,3-c]pyridine-5-carboxylic acid tert-butyl ester), [H-].[Na+] (sodium hydride), IC (iodomethane). Reported procedure: To a solution of 3-oxo-2-quinoxalin-2-yl-1,2,3,4,6,7-hexahydro-pyrazolo[4,3-c]pyridine-5-carboxylic acid tert-butyl ester (prepared according to the method of Example 75, Step A, 250 mg, 0.68 mmol) in dimethylformamide (2 mL) at 0° C. with stirring under nitrogen was added sodium hydride (60% dispersion in mineral oil, 41 mg, 1.02 mmol). After 10 min, iodomethane (51 μL, 0.82 mmol) was added. This mixture was allowed to stir at 0° C. for 2 h, quenched by addition of saturated aqueous sodium bica... The yield is 63.0%.